The task is: describe an organic reaction: reactants, conditions, products, and yield. This data is from the Open Reaction Database (ORD), a public repository of structured organic reaction records. Reactants: C#Cc1ccc(OCCCN2C(=O)C3CCC2CC3)cc1, [Li]CCCC, CCOC(=O)Cl. The product is CCOC(=O)C#Cc1ccc(OCCCN2C(=O)C3CCC2CC3)cc1. RXN SMILES: [C:1](#[CH:2])[c:3]1[cH:4][cH:5][c:6]([O:7][CH2:8][CH2:9][CH2:10][N:11]2[CH:12]3[CH2:13][CH2:14][CH:15]([C:16]2=[O:17])[CH2:18][CH2:19]3)[cH:20][cH:21]1.[CH2:22]([Li:23])[CH2:24][CH2:25][CH3:26].[Cl:27][C:28](=[O:29])[O:30][CH2:31][CH3:32]>>[C:1](#[C:2][C:28](=[O:29])[O:30][CH2:31][CH3:32])[c:3]1[cH:4][cH:5][c:6]([O:7][CH2:8][CH2:9][CH2:10][N:11]2[CH:12]3[CH2:13][CH2:14][CH:15]([C:16]2=[O:17])[CH2:18][CH2:19]3)[cH:20][cH:21]1. Starting materials: ICCCC(F)(F)F (1-iodo-4,4,4-trifluorobutane), C(C)(C)(C)OC(=O)N1CCN(CCC1)C1=NC2=C(N1)C=CC=C2 (1-(t-butoxycarbonyl)-4-(1H-benzimidazol-2-yl)[1,4]diazepan), O1CCCC1 (tetrahydrofuran), [H-].[Na+] (sodium hydride). The solvent is CN(C=O)C (dimethylformamide). Reaction conditions: temperature 0 celsius, time 30 minute. Yields the product C(C)(C)(C)OC(=O)N1CCN(CCC1)C1=NC2=C(N1CCCC(F)(F)F)C=CC=C2 (4-[1-(4,4,4-trifluoro-butyl)-1H-benzoimidazol-2-yl]-[1,4]diazepane-1-carboxylic acid tert-butyl ester). Isolated yield 95.5%. Reaction SMILES: [C:1]([O:5][C:6]([N:8]1[CH2:14][CH2:13][CH2:12][N:11]([C:15]2[NH:19][C:18]3[CH:20]=[CH:21][CH:22]=[CH:23][C:17]=3[N:16]=2)[CH2:10][CH2:9]1)=[O:7])([CH3:4])([CH3:3])[CH3:2].O1CCCC1.[H-].[Na+].I[CH2:32][CH2:33][CH2:34][C:35]([F:38])([F:37])[F:36]>CN(C)C=O>[C:1]([O:5][C:6]([N:8]1[CH2:14][CH2:13][CH2:12][N:11]([C:15]2[N:16]([CH2:32][CH2:33][CH2:34][C:35]([F:38])([F:37])[F:36])[C:17]3[CH:23]=[CH:22][CH:21]=[CH:20][C:18]=3[N:19]=2)[CH2:10][CH2:9]1)=[O:7])([CH3:4])([CH3:2])[CH3:3] |f:2.3|. Procedure: Treat a stirred solution of 1-(t-butoxycarbonyl)-4-(1H-benzimidazol-2-yl)[1,4]diazepan (1.50 g, 4.74 mmol, Preparation 9), tetrahydrofuran (45 mL) and dimethylformamide (5 mL) at 0° C. with sodium hydride (0.228 g, 5.69 mmol, 60% oil dispersion) under an argon atmosphere. Stir at room temperatue for 30 minutes, cool to 0° C. and treat with 1-iodo-4,4,4-trifluorobutane (1.35 g, 5.69 mmol, Lancaster Synthesis). Allow to warm slowly to room temperature and stir overnight at room temperature. Cool t... Reactants: CCC(=O)[O-], CCC(=O)[O-], ClCc1ccccc1, Cl, [N-]=C=O, [N-]=C=O, N#N, [Zn+2], Cc1ccccc1. Product: Cc1ccccc1C(N=C=O)(N=C=O)c1ccccc1. As a reaction SMILES: [C:25]([O-:26])(=[O:27])[CH2:28][CH3:29].[C:31]([O-:32])(=[O:33])[CH2:34][CH3:35].[Cl:1][CH2:2][c:3]1[cH:4][cH:5][cH:6][cH:7][cH:8]1.[ClH:24].[N-:12]=[C:13]=[O:14].[N-:9]=[C:10]=[O:11].[N:22]#[N:23].[Zn+2:30].[c:15]1([CH3:21])[cH:16][cH:17][cH:18][cH:19][cH:20]1>>[C:2]([c:3]1[cH:4][cH:5][cH:6][cH:7][cH:8]1)([N:9]=[C:10]=[O:11])([N:12]=[C:13]=[O:14])[c:16]1[c:15]([CH3:21])[cH:20][cH:19][cH:18][cH:17]1. Reactants: CCN=C=NCCCN(C)C (EDCI), C=1C=CC2=C(C1)N=NN2O (HOBt), NC1CN(CCCC1)CC1=CC=C(C=C1)Cl (3-amino-1-(4-chlorobenzyl)homopiperidine), C(C1=CC=CC=C1)(=O)CCCC(=O)O (4-benzoylbutyric acid). Solvent: C(Cl)(Cl)Cl (chloroform), C(C)N(CC)CC (triethylamine), ClCCl (dichloromethane). Reaction conditions: temperature 25 celsius, time 16 hour. Product: ClC1=CC=C(CN2CC(CCCC2)NC(CCCC(C2=CC=CC=C2)=O)=O)C=C1 (1-(4-chlorobenzyl)-3-[(4-benzoylbutyryl)amino]homopiperidine). RXN SMILES: CCN=C=NCCCN(C)C.C1C=CC2N(O)N=NC=2C=1.[NH2:22][CH:23]1[CH2:29][CH2:28][CH2:27][CH2:26][N:25]([CH2:30][C:31]2[CH:36]=[CH:35][C:34]([Cl:37])=[CH:33][CH:32]=2)[CH2:24]1.[C:38]([CH2:46][CH2:47][CH2:48][C:49](O)=[O:50])(=[O:45])[C:39]1[CH:44]=[CH:43][CH:42]=[CH:41][CH:40]=1>ClCCl.C(Cl)(Cl)Cl.C(N(CC)CC)C>[Cl:37][C:34]1[CH:33]=[CH:32][C:31]([CH2:30][N:25]2[CH2:26][CH2:27][CH2:28][CH2:29][CH:23]([NH:22][C:49](=[O:50])[CH2:48][CH2:47][CH2:46][C:38](=[O:45])[C:39]3[CH:44]=[CH:43][CH:42]=[CH:41][CH:40]=3)[CH2:24]2)=[CH:36][CH:35]=1. Reported procedure: EDCI (23 mg), HOBt (16.2 mg) and triethylamine (15.2 μL) were added to a chloroform (1 mL) solution of 3-amino-1-(4-chlorobenzyl)homopiperidine (24 mg, 0.10 mmol) and 4-benzoylbutyric acid (1.2 equivalents), and the resulting mixture was stirred at 25° C. for 16 hours. The reaction mixture was diluted with dichloromethane (0.5 mL), filtered through a PTFE membrane and concentrated to provide 1-(4-chlorobenzyl)-3-[(4-benzoylbutyryl)amino]homopiperidine (Compd. No. 994) (43 mg, 99%). The purity wa... Reactants: CCOC(=O)C (EtOAc), OC1=CC2=C(C(CO2)=O)C=C1 (6-hydroxy-2H-benzofuran-3-one), N1C=NC=C1 (imidazole), Cl[Si](C(C)C)(C(C)C)C(C)C (chloro-triisopropylsilane). Solvent: O (water), CN(C)C=O (DMF). Conditions: time 1 hour. Product: C(C)(C)[Si](OC1=CC2=C(C(CO2)=O)C=C1)(C(C)C)C(C)C (6-Triisopropylsilanyloxy-benzofuran-3-one). As a reaction SMILES: [OH:1][C:2]1[CH:11]=[CH:10][C:5]2[C:6](=[O:9])[CH2:7][O:8][C:4]=2[CH:3]=1.N1C=CN=C1.Cl[Si:18]([CH:25]([CH3:27])[CH3:26])([CH:22]([CH3:24])[CH3:23])[CH:19]([CH3:21])[CH3:20].CCOC(C)=O>CN(C=O)C.O>[CH:19]([Si:18]([CH:25]([CH3:27])[CH3:26])([CH:22]([CH3:24])[CH3:23])[O:1][C:2]1[CH:11]=[CH:10][C:5]2[C:6](=[O:9])[CH2:7][O:8][C:4]=2[CH:3]=1)([CH3:21])[CH3:20]. Reported procedure: To a solution of 9.8 g (65.3 mMol) 6-hydroxy-2H-benzofuran-3-one in 80 ml DMF, 10.6 g (157 mMol) imidazole and 16.6 ml (78.3 mMol) chloro-triisopropylsilane are added dropwise. After 1 h, the mixture is poured into 300 ml EtOAc and 300 ml water, the aq. phase is separated off and extracted with 3×100 ml EtOAc. The organic layers are washed 4 times with 10% citric acid solution, brine and dried (Na2SO4). Then char coal is added. Filtration, concentration and drying (10 mbar, 65-85° C.) give the o... Starting materials: C1(C=CC2=CC=CC=C12)[SiH2]C1C=CC2=CC=CC=C12 (diindenyl silane), C1(CCCCC1)N (cyclohexylamine). Run in hexanes, C(C)OCC (diethyl ether), hexanes. Conditions: temperature 0 celsius. The product is C1(CCCCC1)N[Si](C1C=CC2=CC=CC=C12)(C1C=CC2=CC=CC=C12)NC1CCCCC1 (di(cyclohexylamino)diindenyl silane). Reaction SMILES: [CH:1]1([SiH2:10][CH:11]2[C:19]3[C:14](=[CH:15][CH:16]=[CH:17][CH:18]=3)[CH:13]=[CH:12]2)[C:9]2[C:4](=[CH:5][CH:6]=[CH:7][CH:8]=2)[CH:3]=[CH:2]1.[CH:20]1([NH2:26])[CH2:25][CH2:24][CH2:23][CH2:22][CH2:21]1>C(OCC)C>[CH:20]1([NH:26][Si:10]([NH:26][CH:20]2[CH2:25][CH2:24][CH2:23][CH2:22][CH2:21]2)([CH:11]2[C:19]3[C:14](=[CH:15][CH:16]=[CH:17][CH:18]=3)[CH:13]=[CH:12]2)[CH:1]2[C:9]3[C:4](=[CH:5][CH:6]=[CH:7][CH:8]=3)[CH:3]=[CH:2]2)[CH2:25][CH2:24][CH2:23][CH2:22][CH2:21]1. Reported procedure: Dichloro, diindenyl silane (6.45 g) was slurried in 20 mL hexanes and 10 mL diethyl ether. The mixture was cooled to 0° C. and 9.2 mL of cyclohexylamine in 10 mL hexanes was added slowly. The mixture was heated to reflux for 1 h, cooled and filtered. The solvent was removed to give di(cyclohexylamino)diindenyl silane as a tan solid (7.60 g). Starting materials: C#CCCO, CCNCC, CS(C)=O, [Cu]I, CC(=O)[O-], CC(=O)[O-], Brc1ccc(-c2nnc(CSCCOc3ccccc3)o2)cc1, [Pd+2], c1ccc(P(c2ccccc2)c2ccccc2)cc1. Yields the product OCCC#Cc1ccc(-c2nnc(CSCCOc3ccccc3)o2)cc1. Reaction SMILES: [CH2:43]([CH2:44][C:45]#[CH:46])[OH:47].[CH2:48]([NH:49][CH2:50][CH3:51])[CH3:52].[CH3:53][S:54]([CH3:55])=[O:56].[Cu:66][I:67].[O-:58][C:59]([CH3:60])=[O:61].[O-:62][C:63]([CH3:64])=[O:65].[O:1]([c:2]1[cH:3][cH:4][cH:5][cH:6][cH:7]1)[CH2:8][CH2:9][S:10][CH2:11][c:12]1[o:13][c:14](-[c:17]2[cH:18][cH:19][c:20]([Br:23])[cH:21][cH:22]2)[n:15][n:16]1.[Pd+2:57].[c:24]1([P:25]([c:26]2[cH:27][cH:28][cH:29][cH:30][cH:31]2)[c:32]2[cH:33][cH:34][cH:35][cH:36][cH:37]2)[cH:38][cH:39][cH:40][cH:41][cH:42]1>>[O:1]([c:2]1[cH:3][cH:4][cH:5][cH:6][cH:7]1)[CH2:8][CH2:9][S:10][CH2:11][c:12]1[o:13][c:14](-[c:17]2[cH:18][cH:19][c:20]([C:46]#[C:45][CH2:44][CH2:43][OH:47])[cH:21][cH:22]2)[n:15][n:16]1. Reactants: C[Mg]Br (methylmagnesium bromide), FC1=C(C=C(C=O)C=C1)OC1=CC=CC=C1 (4-fluoro-3-phenoxybenzaldehyde). Run in O1CCCC1 (tetrahydrofuran). Conditions: time 2 hour. The product is FC1=C(C=C(C=C1)C(C)O)OC1=CC=CC=C1 (1-(4-fluoro-3-phenoxyphenyl)ethanol). The yield is 103.3%. RXN SMILES: [CH3:1][Mg]Br.[F:4][C:5]1[CH:12]=[CH:11][C:8]([CH:9]=[O:10])=[CH:7][C:6]=1[O:13][C:14]1[CH:19]=[CH:18][CH:17]=[CH:16][CH:15]=1>O1CCCC1>[F:4][C:5]1[CH:12]=[CH:11][C:8]([CH:9]([OH:10])[CH3:1])=[CH:7][C:6]=1[O:13][C:14]1[CH:15]=[CH:16][CH:17]=[CH:18][CH:19]=1. Reported procedure: A stirred solution of 34 ml (0.10 mole) of methylmagnesium bromide (3.0 M in diethyl ether) in 100 ml of tetrahydrofuran was cooled to 0° C., and 22.0 grams (0.10 mole) of 4-fluoro-3-phenoxybenzaldehyde was slowly added during a 30 minute period. Upon completion of addition, the reaction mixture was allowed to warm to ambient temperature at which it was stirred for two hours. At the end of this time the reaction was quenched with aqueous 10% hydrochloric acid, and the reaction mixture was extrac... Reagents/catalysts: [I-].[K+] (potassium iodide). Product: C(C1=CC=CC=C1)OC1=CC=C(C=C1)C(=O)C(C1=CC=CC=C1)CC (4-benzyloxy-α-ethyldesoxybenzoin). Reported procedure: A mixture of 4-hydroxy-α-ethyldesoxybenzoin (44.5 g.), sodium carbonate (18.5 g.), potassium iodide (1.4 g.) and benzyl chloride (19 ml.) in ethanol (350 ml.) and water (50 ml.) was stirred and heated under reflux for 8 hours. The mixture was cooled, filtered and the residue washed with water to give 4-benzyloxy-α-ethyldesoxybenzoin (54.3 g.), m.p. 71° C. Reactants: OC1=CC=C(C=C1)C(=O)C(C1=CC=CC=C1)CC (4-hydroxy-α-ethyldesoxybenzoin), C([O-])([O-])=O.[Na+].[Na+] (sodium carbonate), C(C1=CC=CC=C1)Cl (benzyl chloride). Solvent: C(C)O (ethanol), O (water). Reaction SMILES: [OH:1][C:2]1[CH:7]=[CH:6][C:5]([C:8]([CH:10]([CH2:17][CH3:18])[C:11]2[CH:16]=[CH:15][CH:14]=[CH:13][CH:12]=2)=[O:9])=[CH:4][CH:3]=1.C(=O)([O-])[O-].[Na+].[Na+].[CH2:25](Cl)[C:26]1[CH:31]=[CH:30][CH:29]=[CH:28][CH:27]=1>C(O)C.O.[I-].[K+]>[CH2:25]([O:1][C:2]1[CH:3]=[CH:4][C:5]([C:8]([CH:10]([CH2:17][CH3:18])[C:11]2[CH:12]=[CH:13][CH:14]=[CH:15][CH:16]=2)=[O:9])=[CH:6][CH:7]=1)[C:26]1[CH:31]=[CH:30][CH:29]=[CH:28][CH:27]=1 |f:1.2.3,7.8|.